This data is from the Open Reaction Database (ORD), a public repository of structured organic reaction records. The task is: describe an organic reaction: reactants, conditions, products, and yield Starting materials: ClC=1C=CC2=C(C(=NCC=3N2C(=CN3)CN3C(C=2C(C3=O)=CC=CC2)=O)C2=C(C=CC=C2F)F)C1 (8-chloro-1-(phthalimidomethyl)-6-(2,6-difluorophenyl)-4H-imidazo-[1,2-a][1,4]benzodiazepine), O.NN (hydrazine hydrate), C(C)O (ethanol). Yields the product FC1=C(C(=CC=C1)F)C1=CN=C2N1C1=C(C=NC2)C=CC=C1 (2,6-difluorophenyl-4H-imidazo-[1,2-a][1,4]benzodiazepine). RXN SMILES: Cl[C:2]1[CH:3]=[CH:4][C:5]2[N:11]3C(CN4C(=O)C5=CC=CC=C5C4=O)=CN=[C:10]3[CH2:9][N:8]=[C:7]([C:27]3[C:32]([F:33])=[CH:31][CH:30]=[CH:29][C:28]=3[F:34])[C:6]=2[CH:35]=1.O.[NH2:37]N.[CH2:39](O)[CH3:40]>>[F:33][C:32]1[CH:31]=[CH:30][CH:29]=[C:28]([F:34])[C:27]=1[C:7]1[N:8]2[C:40]3[CH:39]=[CH:35][CH:2]=[CH:3][C:4]=3[CH:5]=[N:11][CH2:10][C:9]2=[N:37][CH:6]=1 |f:1.2|. Procedure details: In the manner given in Example 28, 8-chloro-1-(phthalimidomethyl)-6-(2,6-difluorophenyl)-4H-imidazo-[1,2-a][1,4]benzodiazepine is reacted at room temperature with hydrazine hydrate, dissolved in ethanol, to give 8-chloro-1-(aminomethyl)-6-(2,6-difluorophenyl-4H-imidazo-[1,2-a][1,4]benzodiazepine. The reactants are CC(=O)c1ccccc1O, COc1ccc(C(O)CCN2CCC(c3cccc(NC(=O)C(C)C)c3)CC2)cc1. Yields the product COc1ccc(C(CCN2CCC(c3cccc(NC(=O)C(C)C)c3)CC2)Oc2ccccc2C(C)=O)cc1. RXN SMILES: [C:31]([CH3:32])(=[O:33])[c:34]1[c:35]([OH:40])[cH:36][cH:37][cH:38][cH:39]1.[OH:1][CH:2]([CH2:3][CH2:4][N:5]1[CH2:6][CH2:7][CH:8]([c:11]2[cH:12][c:13]([NH:17][C:18]([CH:19]([CH3:20])[CH3:21])=[O:22])[cH:14][cH:15][cH:16]2)[CH2:9][CH2:10]1)[c:23]1[cH:24][cH:25][c:26]([O:29][CH3:30])[cH:27][cH:28]1>>[O:1]([CH:2]([CH2:3][CH2:4][N:5]1[CH2:6][CH2:7][CH:8]([c:11]2[cH:12][c:13]([NH:17][C:18]([CH:19]([CH3:20])[CH3:21])=[O:22])[cH:14][cH:15][cH:16]2)[CH2:9][CH2:10]1)[c:23]1[cH:24][cH:25][c:26]([O:29][CH3:30])[cH:27][cH:28]1)[c:35]1[c:34]([C:31]([CH3:32])=[O:33])[cH:39][cH:38][cH:37][cH:36]1. Reactants: C(C)(C)(C)OC(=O)N1CC2=C(CC1)NC=N2 (1,4,6,7-tetrahydro-imidazo[4,5-c]pyridine-5-carboxylic acid tert-butyl ester), C1CC(=O)N(C1=O)I (NIS). Run in CCOC(=O)C (EtOAc), C1CCOC1 (THF). Reaction conditions: time 1 hour. The product is C(C)(C)(C)OC(=O)N1CC2=C(CC1)NC(=N2)I (2-Iodo-1,4,6,7-tetrahydro-imidazo[4,5-c]pyridine-5-carboxylic acid tert-butyl ester). The yield is 64.8%. As a reaction SMILES: [C:1]([O:5][C:6]([N:8]1[CH2:13][CH2:12][C:11]2[NH:14][CH:15]=[N:16][C:10]=2[CH2:9]1)=[O:7])([CH3:4])([CH3:3])[CH3:2].C1C(=O)N([I:24])C(=O)C1>C1COCC1.CCOC(C)=O>[C:1]([O:5][C:6]([N:8]1[CH2:13][CH2:12][C:11]2[NH:14][C:15]([I:24])=[N:16][C:10]=2[CH2:9]1)=[O:7])([CH3:4])([CH3:2])[CH3:3]. Procedure: To a solution of 1,4,6,7-tetrahydro-imidazo[4,5-c]pyridine-5-carboxylic acid tert-butyl ester (Preparation 20, 18 g, 80.62 mmol) in THF (300 mL) was added NIS (27.2 g, 121 mmol). The reaction mixture was stirred at room temperature for 1 hour. The reaction mixture was diluted with EtOAc (800 mL), washed with sodium thiosulfate aqueous solution (3×700 mL) and brine (500 mL), dried over MgSO4 and concentrated in vacuo to give the title compound as a yellow solid (18.25 g) in a 64.8% yield. The reactants are CCN=C=NCCCN(C)C, CN1CCOCC1, CNOC, CN(C)C=O, CCOC(C)=O, Cl, Cl, O=C(O)c1ccc(C(CC2CCOCC2)c2ccc(-c3ncc(CO)s3)[nH]2)cc1, On1nnc2ccccc21. The product is CON(C)C(=O)c1ccc(C(CC2CCOCC2)c2ccc(-c3ncc(CO)s3)[nH]2)cc1. Reaction SMILES: [CH2:31]([N:32]=[C:33]=[N:34][CH2:35][CH2:36][CH2:37][N:38]([CH3:39])[CH3:40])[CH3:41].[CH3:52][N:53]1[CH2:54][CH2:55][O:56][CH2:57][CH2:58]1.[CH3:60][O:61][NH:62][CH3:63].[CH3:64][N:65]([CH3:66])[CH:67]=[O:68].[CH3:69][CH2:70][O:71][C:72](=[O:73])[CH3:74].[ClH:30].[ClH:59].[OH:1][CH2:2][c:3]1[cH:4][n:5][c:6](-[c:8]2[cH:9][cH:10][c:11]([CH:13]([CH2:14][CH:15]3[CH2:16][CH2:17][O:18][CH2:19][CH2:20]3)[c:21]3[cH:22][cH:23][c:24]([C:25](=[O:26])[OH:27])[cH:28][cH:29]3)[nH:12]2)[s:7]1.[OH:42][n:43]1[c:44]2[cH:45][cH:46][cH:47][cH:48][c:49]2[n:50][n:51]1>>[OH:1][CH2:2][c:3]1[cH:4][n:5][c:6](-[c:8]2[cH:9][cH:10][c:11]([CH:13]([CH2:14][CH:15]3[CH2:16][CH2:17][O:18][CH2:19][CH2:20]3)[c:21]3[cH:22][cH:23][c:24]([C:25](=[O:27])[N:62]([O:61][CH3:60])[CH3:63])[cH:28][cH:29]3)[nH:12]2)[s:7]1. The reactants are COC(=O)C1C(CCC1CC#N)=O (5-Cyanomethyl-2-oxo-cyclopentanecarboxylic acid methyl ester), C(C=C)Br (allyl bromide), C([O-])([O-])=O.[K+].[K+] (Potassium carbonate). Run in CC(=O)C (acetone). Reaction conditions: time 5 hour. Yields the product COC(=O)C1(C(CCC1CC#N)=O)CC=C (1-allyl-5-cyanomethyl-2-oxo-cyclopentanecarboxylic acid methyl ester). Isolated yield 69.4%. As a reaction SMILES: [CH3:1][O:2][C:3]([CH:5]1[CH:9]([CH2:10][C:11]#[N:12])[CH2:8][CH2:7][C:6]1=[O:13])=[O:4].[CH2:14](Br)[CH:15]=[CH2:16].C(=O)([O-])[O-].[K+].[K+]>CC(C)=O>[CH3:1][O:2][C:3]([C:5]1([CH2:16][CH:15]=[CH2:14])[CH:9]([CH2:10][C:11]#[N:12])[CH2:8][CH2:7][C:6]1=[O:13])=[O:4] |f:2.3.4|. Reported procedure: 5-Cyanomethyl-2-oxo-cyclopentanecarboxylic acid methyl ester (100 mg, 0.58 mmol) and allyl bromide (121 mg, 1 mmol) were dissolved in acetone (5ml). Potassium carbonate (138 mg, 1 mmol) was added to the solution. The mixture was heated under refluxing with stirring for 5 hours and then was cooled and was filtered. The filtrate was concentrated under a reduced pressure. The residue was purified by a silica gel column chromatography (ethyl acetate: n-hexane=1: 4) to obtain 89 mg of 1-allyl-5-cyano... As a reaction SMILES: [CH2:1]([CH3:2])[O:3][C:4](=[O:5])[c:6]1[n:7][c:8](-[c:11]2[o:12][c:13]3[c:14]([c:15]2[CH3:16])[c:17]([O:21][CH2:22][CH:23]=[CH2:24])[cH:18][cH:19][cH:20]3)[s:9][cH:10]1.[CH3:26][CH2:27][OH:28].[ClH:25]>>[CH2:1]([CH3:2])[O:3][C:4](=[O:5])[c:6]1[n:7][c:8](-[c:11]2[o:12][c:13]3[c:14]([c:15]2[CH3:16])[c:17]([OH:21])[cH:18][cH:19][cH:20]3)[s:9][cH:10]1. Reactants: C=CCOc1cccc2oc(-c3nc(C(=O)OCC)cs3)c(C)c12, CCO, Cl. Yields the product CCOC(=O)c1csc(-c2oc3cccc(O)c3c2C)n1. Starting materials: CCN(C(C)C)C(C)C, CCCN(CC1CC1)c1cc(C(=O)O)ncn1, COC(=O)Cl, ClCCl, Nc1ccc(CC2COC(=O)N2)cc1. The product is CCCN(CC1CC1)c1cc(C(=O)Nc2ccc(CC3COC(=O)N3)cc2)ncn1. RXN SMILES: [CH:18]([N:19]([CH:20]([CH3:21])[CH3:22])[CH2:23][CH3:24])([CH3:25])[CH3:26].[CH:1]1([CH2:4][N:5]([c:6]2[cH:7][c:8]([C:12](=[O:13])[OH:14])[n:9][cH:10][n:11]2)[CH2:15][CH2:16][CH3:17])[CH2:2][CH2:3]1.[Cl:27][C:28]([O:29][CH3:30])=[O:31].[Cl:46][CH2:47][Cl:48].[O:32]=[C:33]1[O:34][CH2:35][CH:36]([CH2:38][c:39]2[cH:40][cH:41][c:42]([NH2:43])[cH:44][cH:45]2)[NH:37]1>>[CH:1]1([CH2:4][N:5]([c:6]2[cH:7][c:8]([C:12](=[O:14])[NH:43][c:42]3[cH:41][cH:40][c:39]([CH2:38][CH:36]4[CH2:35][O:34][C:33](=[O:32])[NH:37]4)[cH:45][cH:44]3)[n:9][cH:10][n:11]2)[CH2:15][CH2:16][CH3:17])[CH2:2][CH2:3]1.